Dataset: the Open Reaction Database (ORD), a public repository of structured organic reaction records. Task: describe an organic reaction: reactants, conditions, products, and yield The reactants are [Si](C1=CC=CC=C1)(C1=CC=CC=C1)(C(C)(C)C)OCC=1C(=C(C=CC1Cl)N1C(=CC=C1)C#N)Cl (1-(3-tert-butyldiphenylsilyloxymethyl-2,4-dichlorophenyl)-2-cyanopyrrole), [Si](O)(O)(O)O (silicic acid), ClOC(C)(C)C (tert-butyl hypochlorite). Solvent: C(Cl)(Cl)(Cl)Cl (carbon tetrachloride), C(Cl)(Cl)(Cl)Cl (carbon tetrachloride), O (water). Conditions: time 30 minute. Yields the product [Si](C1=CC=CC=C1)(C1=CC=CC=C1)(C(C)(C)C)OCC=1C(=C(C=CC1Cl)N1C(=CC(=C1)Cl)C#N)Cl (1-(3-tert-butyldiphenylsilyloxymethyl-2,4-dichlorophenyl)-4-chloro-2-cyanopyrrole). The yield is 30.2%. As a reaction SMILES: [Si:1]([O:18][CH2:19][C:20]1[C:21]([Cl:34])=[C:22]([N:27]2[CH:31]=[CH:30][CH:29]=[C:28]2[C:32]#[N:33])[CH:23]=[CH:24][C:25]=1[Cl:26])([C:14]([CH3:17])([CH3:16])[CH3:15])([C:8]1[CH:13]=[CH:12][CH:11]=[CH:10][CH:9]=1)[C:2]1[CH:7]=[CH:6][CH:5]=[CH:4][CH:3]=1.[Si](O)(O)(O)O.[Cl:40]OC(C)(C)C>C(Cl)(Cl)(Cl)Cl.O>[Si:1]([O:18][CH2:19][C:20]1[C:21]([Cl:34])=[C:22]([N:27]2[CH:31]=[C:30]([Cl:40])[CH:29]=[C:28]2[C:32]#[N:33])[CH:23]=[CH:24][C:25]=1[Cl:26])([C:14]([CH3:15])([CH3:16])[CH3:17])([C:8]1[CH:13]=[CH:12][CH:11]=[CH:10][CH:9]=1)[C:2]1[CH:7]=[CH:6][CH:5]=[CH:4][CH:3]=1. Reported procedure: To a mixture of 1-(3-tert-butyldiphenylsilyloxymethyl-2,4-dichlorophenyl)-2-cyanopyrrole (900 mg) and silicic acid (100 mg) in carbon tetrachloride (15 ml) was added a solution of tert-butyl hypochlorite (222 mg) in carbon tetrachloride (10 ml) in water bath, and the mixture was stirred for 30 minutes at the same temperature. The reaction mixture was filtered, and the filtrate was evaporated in vacuo. The residue was purified by silica gel column chromatography eluting with a mixture of n-hexane... The reactants are ClC1=C(C=C(C=C1)S(=O)(=O)Cl)[N+](=O)[O-] (4-chloro-3-nitro-benzenesulfonyl chloride), CC=1C=C(N)C=CC1C (3,4-dimethylaniline), CN(C)C1=NC=CC=C1 (dimethylaminopyridine). Run in N1=CC=CC=C1 (pyridine). Reaction conditions: time 8 hour. Yields the product ClC1=C(C=C(C=C1)S(=O)(=O)NC1=CC(=C(C=C1)C)C)[N+](=O)[O-] (4-chloro-N-(3,4-dimethyl-phenyl)-3-nitro-benzenesulfonamide). As a reaction SMILES: [Cl:1][C:2]1[CH:7]=[CH:6][C:5]([S:8](Cl)(=[O:10])=[O:9])=[CH:4][C:3]=1[N+:12]([O-:14])=[O:13].[CH3:15][C:16]1[CH:17]=[C:18]([CH:20]=[CH:21][C:22]=1[CH3:23])[NH2:19].CN(C1C=CC=CN=1)C>N1C=CC=CC=1>[Cl:1][C:2]1[CH:7]=[CH:6][C:5]([S:8]([NH:19][C:18]2[CH:20]=[CH:21][C:22]([CH3:23])=[C:16]([CH3:15])[CH:17]=2)(=[O:10])=[O:9])=[CH:4][C:3]=1[N+:12]([O-:14])=[O:13]. Procedure details: To a solution of 4-chloro-3-nitro-benzenesulfonyl chloride (0.51 g) in pyridine (2 mL) were added 3,4-dimethylaniline and dimethylaminopyridine (0.024 g). The reaction mixture was stirred overnight, concentrated under reduced pressure, and diluted with CH2Cl2. The mixture was washed with water, dried over Na2SO4, and concentrated in vacuo. The residue was purified by column chromatography (SiO2, 1:3 EtOAc/Hexane) to give 4-chloro-N-(3,4-dimethyl-phenyl)-3-nitro-benzenesulfonamide.